This data is from the Open Reaction Database (ORD), a public repository of structured organic reaction records. The task is: describe an organic reaction: reactants, conditions, products, and yield As a reaction SMILES: [Cl:1][C:2]1[C:3]([CH3:12])=[C:4]([CH3:11])[C:5]2[N:6]([CH:8]=[CH:9][N:10]=2)[N:7]=1.Br[C:14]1[S:18][C:17]2[CH:19]=[CH:20][CH:21]=[CH:22][C:16]=2[CH:15]=1.C(=O)([O-])[O-].[K+].[K+].C1(P(C2C=CC=CC=2)C2C=CC=CC=2)C=CC=CC=1.C([O-])(=O)C.[K+]>C1(C)C=CC=CC=1>[S:18]1[C:14]([C:8]2[N:6]3[N:7]=[C:2]([Cl:1])[C:3]([CH3:12])=[C:4]([CH3:11])[C:5]3=[N:10][CH:9]=2)=[CH:15][C:16]2[CH:22]=[CH:21][CH:20]=[CH:19][C:17]1=2 |f:2.3.4,6.7|. Procedure: To a solution of 6-chloro-7,8-dimethylimidazo[1,2-b]pyridazine (162 mg, 0.892 mmol, 1.0 equiv) in toluene (5.00 mL) was added 2-bromobenzo[b]thiophene (213 mg, 1.16 mmol, 1.3 equiv), potassium carbonate (247 mg, 1.78 mmol, 2.0 equiv), triphenyl phosphine (47 mg, 0.178 mmol, 0.20 equiv) and potassium acetate (20 mg, 0.0892 mmol, 0.1 equiv). The reaction mixture was heated to reflux for 24 h. Purification by column chromatography using 50% ethyl acetate in hexanes elution gave 105 mg of the white ... Run in C1(=CC=CC=C1)C (toluene). Yield: 37.5%. Yields the product S1C2=C(C=C1C1=CN=C3N1N=C(C(=C3C)C)Cl)C=CC=C2 (3-(benzo[b]thiophen-2-yl)-6-chloro-7,8-dimethylimidazo[1,2-b]pyridazine). Reactants: ClC=1C(=C(C=2N(N1)C=CN2)C)C (6-chloro-7,8-dimethylimidazo[1,2-b]pyridazine), BrC1=CC2=C(S1)C=CC=C2 (2-bromobenzo[b]thiophene), C([O-])([O-])=O.[K+].[K+] (potassium carbonate), C1(=CC=CC=C1)P(C1=CC=CC=C1)C1=CC=CC=C1 (triphenyl phosphine), C(C)(=O)[O-].[K+] (potassium acetate). RXN SMILES: [C:1]([CH3:2])([CH3:3])([CH3:4])[NH:5][CH2:6][CH2:7][C:8](=[O:9])[c:10]1[cH:11][cH:12][cH:13][cH:14][cH:15]1.[Cl:22][C:23](=[O:24])[O:25][CH3:26].[Cl:27][CH2:28][Cl:29].[K+:16].[K+:17].[O-:18][C:19]([O-:20])=[O:21]>>[C:1]([CH3:2])([CH3:3])([CH3:4])[N:5]([CH2:6][CH2:7][C:8](=[O:9])[c:10]1[cH:11][cH:12][cH:13][cH:14][cH:15]1)[C:23](=[O:24])[O:25][CH3:26]. The reactants are CC(C)(C)NCCC(=O)c1ccccc1, COC(=O)Cl, ClCCl, [K+], [K+], O=C([O-])[O-]. The product is COC(=O)N(CCC(=O)c1ccccc1)C(C)(C)C. The reactants are COc1cc(Cc2nc3cc(F)ccc3c3nc(N)nn23)ccc1OCc1ccccc1, CO, C1=CCC=CC1. Product: COc1cc(Cc2nc3cc(F)ccc3c3nc(N)nn23)ccc1O. RXN SMILES: [CH2:1]([c:2]1[cH:3][cH:4][cH:5][cH:6][cH:7]1)[O:8][c:9]1[c:10]([O:31][CH3:32])[cH:11][c:12]([CH2:13][c:14]2[n:15][c:16]3[cH:17][c:18]([F:28])[cH:19][cH:20][c:21]3[c:22]3[n:23]2[n:24][c:25]([NH2:27])[n:26]3)[cH:29][cH:30]1.[CH3:39][OH:40].[CH:33]1=[CH:38][CH2:37][CH:36]=[CH:35][CH2:34]1>>[OH:8][c:9]1[c:10]([O:31][CH3:32])[cH:11][c:12]([CH2:13][c:14]2[n:15][c:16]3[cH:17][c:18]([F:28])[cH:19][cH:20][c:21]3[c:22]3[n:23]2[n:24][c:25]([NH2:27])[n:26]3)[cH:29][cH:30]1. The reactants are C(C)(C)(C)OC(N[C@@H]1C(N[C@H](C(N[C@@H](C[C@@H](CCCCCCC1)C)[C@H](C[C@@H](C)C(NCCCC)=O)O)=O)C)=O)=O ([(3S,6S,14R,16S)-16-((1S,3R)-3-butylcarbamoyl-1-hydroxy-butyl)-3,14-dimethyl-2,5-dioxo-1,4diaza-cyclohexadec-6-yl]-carbamic acid tert-butyl ester), C(C)(=O)Cl (acetyl chloride). Run in Cl.O1CCOCC1 (HCl dioxane). Conditions: temperature 0 celsius, time 1 hour. Yields the product C(C)(=O)N[C@H]1CCCCCCC[C@H](C[C@H](NC([C@@H](NC1=O)C)=O)[C@H](C[C@H](C(=O)NCCCC)C)O)C ((2R,4S)-4-((2S,5S,7R,15S)-15-Acetylamino-2,7-dimethyl-3,16-dioxo-1,4-diaza-cyclohexadec-5-yl)-N-butyl-4-hydroxy-2-methyl-butyramide). Reaction SMILES: C(OC(=O)[NH:7][C@H:8]1[CH2:23][CH2:22][CH2:21][CH2:20][CH2:19][CH2:18][CH2:17][C@@H:16]([CH3:24])[CH2:15][C@@H:14]([C@@H:25]([OH:36])[CH2:26][C@H:27]([C:29](=[O:35])[NH:30][CH2:31][CH2:32][CH2:33][CH3:34])[CH3:28])[NH:13][C:12](=[O:37])[C@H:11]([CH3:38])[NH:10][C:9]1=[O:39])(C)(C)C.[C:41](Cl)(=[O:43])[CH3:42]>Cl.O1CCOCC1>[C:41]([NH:7][C@@H:8]1[C:9](=[O:39])[NH:10][C@@H:11]([CH3:38])[C:12](=[O:37])[NH:13][C@H:14]([C@@H:25]([OH:36])[CH2:26][C@@H:27]([CH3:28])[C:29]([NH:30][CH2:31][CH2:32][CH2:33][CH3:34])=[O:35])[CH2:15][C@H:16]([CH3:24])[CH2:17][CH2:18][CH2:19][CH2:20][CH2:21][CH2:22][CH2:23]1)(=[O:43])[CH3:42] |f:2.3|. Reported procedure: A solution of 45 mg (0.079 mmol) [(3S,6S,14R,16S)-16-((1S,3R)-3-butylcarbamoyl-1-hydroxy-butyl)-3,14-dimethyl-2,5-dioxo-1,4diaza-cyclohexadec-6-yl]-carbamic acid tert-butyl ester (example 6) in 1 ml 4N HCl/dioxane is kept for 3 h and then evaporated. The residue is taken up in 3 ml THF and 1 ml EtOH and 1 ml 10% aqueous sodium carbonate, cooled to 0° C. and stirred vigorously. 0.112 ml (1.6 mmol) acetyl chloride are added and stirring is continued for 1 h. The solvents are evaporated and the res... The reactants are CSC1=NC(=CC(=C1N)SC)C (2,4-bis(methylthio)-3-amino-6-methylpyridine), ClC(=O)OC(Cl)(Cl)Cl (trichloromethyl chloroformate). Run in O1CCOCC1 (dioxane). Yields the product CSC1=NC(=CC(=C1N=C=O)SC)C (2,4-bis(methylthio)-6-methylpyridin-3-yl isocyanate). Yield: 140.2%. Reaction SMILES: [CH3:1][S:2][C:3]1[C:8]([NH2:9])=[C:7]([S:10][CH3:11])[CH:6]=[C:5]([CH3:12])[N:4]=1.Cl[C:14](OC(Cl)(Cl)Cl)=[O:15]>O1CCOCC1>[CH3:1][S:2][C:3]1[C:8]([N:9]=[C:14]=[O:15])=[C:7]([S:10][CH3:11])[CH:6]=[C:5]([CH3:12])[N:4]=1. Procedure: A solution of 800 mg (4 mmol) 2,4-bis(methylthio)-3-amino-6-methylpyridine and 0.4 ml (2.3 mmol) trichloromethyl chloroformate in 20 ml anhydrous dioxane was refluxed under nitrogen overnight. The reaction mixture was cooled and filtered and the filtrate was concentrated to dryness in vacuo yielding 730 mg of the title compound (81% yield) as a tan colored solid. Starting materials: C(=O)(C(F)(F)F)O (TFA), FC1=C(C(=O)O)C=C(C=C1)F (2,5-difluorobenzoic acid), CCN=C=NCCCN(C)C (EDCI), NNC(=O)OC(C)(C)C (NH2NHBoc). Reagents/catalysts: CN(C)C=1C=CN=CC1 (DMAP). Run in C(Cl)Cl (DCM), C(Cl)Cl (DCM), C1CCOC1.CN(C)C=O (THF DMF). Reaction conditions: time 16 hour. Product: FC1=C(C(=O)NN)C=C(C=C1)F (2,5-difluorobenzoic acid hydrazide). As a reaction SMILES: [F:1][C:2]1[CH:10]=[CH:9][C:8]([F:11])=[CH:7][C:3]=1[C:4](O)=[O:5].CCN=C=NCCCN(C)C.[NH2:23][NH:24]C(OC(C)(C)C)=O.C(O)(C(F)(F)F)=O>C1COCC1.CN(C=O)C.CN(C1C=CN=CC=1)C.C(Cl)Cl>[F:1][C:2]1[CH:10]=[CH:9][C:8]([F:11])=[CH:7][C:3]=1[C:4]([NH:23][NH2:24])=[O:5] |f:4.5|. Reported procedure: To a solution of 2,5-difluorobenzoic acid (3.5 g, 22 mmol) in THF/DMF (20 mL/20 mL) was added EDCI (4.7 g, 24 mmol), DMAP (50 mg) and NH2NHBoc (3.07 g, 23.2 mmol). After stirring for 16 hours, the reaction was quenched with water (30 mL) and diluted with EtOAc (30 mL). The organic layer was then washed with HCl (0.5 M, 20 mL), saturated NaHCO3 (20 mL), and brine (20 mL). The organic layer was then dried over Na2SO4, filtered and concentrated under reduced pressure to afford the crude Boc-protect... The reactants are ClC1=C(C(NC=C1)=O)[N+](=O)[O-] (4-chloro-3-nitro-2-pyridone), C(C1=CC=CC=C1)N (benzylamine), C([O-])([O-])=O.[K+].[K+] (potassium carbonate). Run in C(C)#N (acetonitrile). Conditions: temperature 60 celsius, time 8 hour. Yields the product C(C1=CC=CC=C1)NC1=C(C(=NC=C1)O)[N+](=O)[O-] (4-benzylamino-3-nitro-pyridin-2-ol). Isolated yield 67.6%. As a reaction SMILES: Cl[C:2]1[CH:7]=[CH:6][NH:5][C:4](=[O:8])[C:3]=1[N+:9]([O-:11])=[O:10].[CH2:12]([NH2:19])[C:13]1[CH:18]=[CH:17][CH:16]=[CH:15][CH:14]=1.C(=O)([O-])[O-].[K+].[K+]>C(#N)C>[CH2:12]([NH:19][C:2]1[CH:7]=[CH:6][N:5]=[C:4]([OH:8])[C:3]=1[N+:9]([O-:11])=[O:10])[C:13]1[CH:18]=[CH:17][CH:16]=[CH:15][CH:14]=1 |f:2.3.4|. Reported procedure: 4-chloro-3-nitro-2-pyridone (5 g, 28.65 mmol) was suspended in 150 mL of acetonitrile then benzylamine (3.15 mL, 28.65 mmol) was added followed by potassium carbonate (4 g, 28.65 mmol) and the mixture was stirred at 60° C. overnight. The solvent was removed in vacuo and the residue was suspended in water (200 mL). A solution of HCl 2M was added until pH˜6. The precipitate was filtered and dried in vacuo to give 4.75g of the title compound as a beige solid. A second crop from the mother liquids p... RXN SMILES: [CH2:1]([c:2]1[cH:3][cH:4][cH:5][cH:6][cH:7]1)[N:8]([CH3:9])[CH2:10][C:11]([CH:12]([c:13]1[cH:14][cH:15][cH:16][cH:17][cH:18]1)[c:19]1[cH:20][cH:21][cH:22][cH:23][cH:24]1)=[O:25].[CH3:27][Mg+:28].[Cl-:29].[I-:26].[NH4+:30]>>[CH2:1]([c:2]1[cH:3][cH:4][cH:5][cH:6][cH:7]1)[N:8]([CH3:9])[CH2:10][C:11]([CH:12]([c:13]1[cH:14][cH:15][cH:16][cH:17][cH:18]1)[c:19]1[cH:20][cH:21][cH:22][cH:23][cH:24]1)([OH:25])[CH3:27]. Starting materials: CN(CC(=O)C(c1ccccc1)c1ccccc1)Cc1ccccc1, C[Mg+], [Cl-], [I-], [NH4+]. The product is CN(Cc1ccccc1)CC(C)(O)C(c1ccccc1)c1ccccc1.